This data is from the Open Reaction Database (ORD), a public repository of structured organic reaction records. The task is: describe an organic reaction: reactants, conditions, products, and yield Starting materials: BrC=1C(=C(C=O)C=CC1)SC(C)(C)C (3-bromo-2-tert-butylsulfanyl-benzaldehyde), Cl.NO (hydroxylamine hydrochloride). The solvent is CC(C)O (2-propanol), O (water). Reaction conditions: temperature 67.5 celsius. Product: BrC=1C(=C(C=CC1)C=NO)SC(C)(C)C (1-[3-bromo-2-(tert-butylsulfanyl)phenyl]-N-hydroxymethanimine). RXN SMILES: [Br:1][C:2]1[C:3]([S:10][C:11]([CH3:14])([CH3:13])[CH3:12])=[C:4]([CH:7]=[CH:8][CH:9]=1)[CH:5]=O.Cl.[NH2:16][OH:17]>CC(O)C.O>[Br:1][C:2]1[C:3]([S:10][C:11]([CH3:14])([CH3:13])[CH3:12])=[C:4]([CH:5]=[N:16][OH:17])[CH:7]=[CH:8][CH:9]=1 |f:1.2|. Procedure: A mixture of 3-bromo-2-tert-butylsulfanyl-benzaldehyde (6.7 g, 25 mmol) and hydroxylamine hydrochloride (7.9 g, 116 mmol) in 2-propanol (200 mL) and water (40 mL) was heated to 65-70° C. overnight. 2-Propanol was evaporated and water (150 mL) was added to the residue followed by saturated aqueous sodium bicarbonate to bring the pH to ˜8.5. The mixture was extracted with DCM (3×80 mL). The combined organic fractions were dried over sodium sulfate, filtered, and concentrated to afford the title co... Starting materials: NC1=CC(=C(C=C1)OCCCN(C1=NC=CC(=N1)C=1C(=NN2C1C=CC=C2)C=2C=C(C=CC2)NC(C2=C(C=CC=C2F)F)=O)C)F (N-[3-(3-{2-[{3-[(4-Amino-2-fluorophenyl)oxy]propyl}(methyl)amino]-4-pyrimidinyl}pyrazolo[1,5-a]pyridin-2-yl)phenyl]-2,6-difluorobenzamide), FC1=C(C=CC(=C1)[N+](=O)[O-])OCCN1CCCCC1 (1-{2-[(2-fluoro-4-nitrophenyl)oxy]ethyl}piperidine). Yields the product FC=1C=C(N)C=CC1OCCN1CCCCC1 (3-Fluoro-4-{[2-(1-piperidinyl)ethyl]oxy}aniline). As a reaction SMILES: NC1C=CC(OCCCN(C)C2N=C(C3C(C4C=C(NC(=O)C5C(F)=CC=CC=5F)C=CC=4)=NN4C=CC=CC=34)C=CN=2)=C(F)C=1.[F:47][C:48]1[CH:53]=[C:52]([N+:54]([O-])=O)[CH:51]=[CH:50][C:49]=1[O:57][CH2:58][CH2:59][N:60]1[CH2:65][CH2:64][CH2:63][CH2:62][CH2:61]1>>[F:47][C:48]1[CH:53]=[C:52]([CH:51]=[CH:50][C:49]=1[O:57][CH2:58][CH2:59][N:60]1[CH2:65][CH2:64][CH2:63][CH2:62][CH2:61]1)[NH2:54]. Procedure details: In a manner analogous to Example 125, 0.57 g of the title compound was prepared from 1-{2-[(2-fluoro-4-nitrophenyl)oxy]ethyl}piperidine as a brown oil: 1H NMR (CDCl3, 400 MHz) δ 1.44-1.46 (m, 2H), 1.57-1.63 (m, 4H), 2.50-2.57 (m, 4H), 2.74 (t, 2H, J=6.2 Hz), 3.50 (brs, 2H), 4.08 (t, 2H, J=6.2 Hz), 6.35 (ddd, 1H, J=8.6, 2.5, and 1.5 Hz), 6.45 (dd, 1H, J=12.7 and 2.8 Hz), and 6.81 (t, 1H, J=8.8 Hz).